Task: describe an organic reaction: reactants, conditions, products, and yield. Dataset: the Open Reaction Database (ORD), a public repository of structured organic reaction records Starting materials: NC1=NC=C(C=C1)Br (2-Amino-5-bromopyridine), ClC1=CC=C(C=C1)B(O)O (4-chlorophenylboronic acid), C(=O)([O-])[O-].[Na+].[Na+] (Na2CO3), product ( 4 ), 170, Cl (HCl), 207. The reagents and catalysts are CC(=O)[O-].CC(=O)[O-].[Pd+2] (Pd(OAc)2), C1=CC=C(C=C1)P([C-]2C=CC=C2)C3=CC=CC=C3.C1=CC=C(C=C1)P([C-]2C=CC=C2)C3=CC=CC=C3.Cl[Pd]Cl.[Fe+2] (PdCl2(dppf)). Run in O1CCOCC1.O (dioxane water), C(Cl)Cl (CH2Cl2). The product is NC1=NC=C(C=C1)C1=CC=C(C=C1)Cl (2-amino-5-(4-chlorophenyl)-pyridine). Yield: 78.0%. As a reaction SMILES: [NH2:1][C:2]1[CH:7]=[CH:6][C:5](Br)=[CH:4][N:3]=1.[Cl:9][C:10]1[CH:15]=[CH:14][C:13](B(O)O)=[CH:12][CH:11]=1.C([O-])([O-])=O.[Na+].[Na+].Cl>O1CCOCC1.O.CC([O-])=O.CC([O-])=O.[Pd+2].C1C=CC(P(C2C=CC=CC=2)[C-]2C=CC=C2)=CC=1.C1C=CC(P(C2C=CC=CC=2)[C-]2C=CC=C2)=CC=1.Cl[Pd]Cl.[Fe+2].C(Cl)Cl>[NH2:1][C:2]1[CH:7]=[CH:6][C:5]([C:13]2[CH:14]=[CH:15][C:10]([Cl:9])=[CH:11][CH:12]=2)=[CH:4][N:3]=1 |f:2.3.4,6.7,8.9.10,11.12.13.14|. Procedure details: 2-Amino-5-bromopyridine (2) was reacted with 4-chlorophenylboronic acid (3) in dioxane/water in the presence of 2.2 equivalents of Na2CO3 and 1 mol % Pd(OAc)2 plus 1 mol % PdCl2(dppf).CH2Cl2 at 90° C. for 1.5 h. After cooling to room temperature the product (4) was precipitated as the HCl salt by adding HCl (25%, 6 equiv) followed by removal of dioxane under vacuum. The salt was filtered, digested in diethylether, filtered and then converted to the free amine by treatment with aqueous NaOH. Afte... Reactants: CC(C)(C)n1nc(CCC=O)cc1-c1cccs1, COc1ccc(N2CCNCC2)cc1, CCN(C(C)C)C(C)C. Yields the product COc1ccc(N2CCN(CCCc3cc(-c4cccs4)n(C(C)(C)C)n3)CC2)cc1. Reaction SMILES: [C:1]([CH3:2])([CH3:3])([CH3:4])[n:5]1[n:6][c:7]([CH2:15][CH2:16][CH:17]=[O:18])[cH:8][c:9]1-[c:10]1[s:11][cH:12][cH:13][cH:14]1.[CH3:19][O:20][c:21]1[cH:22][cH:23][c:24]([N:27]2[CH2:28][CH2:29][NH:30][CH2:31][CH2:32]2)[cH:25][cH:26]1.[CH:33]([N:34]([CH2:35][CH3:36])[CH:37]([CH3:38])[CH3:39])([CH3:40])[CH3:41]>>[C:1]([CH3:2])([CH3:3])([CH3:4])[n:5]1[n:6][c:7]([CH2:15][CH2:16][CH2:17][N:30]2[CH2:29][CH2:28][N:27]([c:24]3[cH:23][cH:22][c:21]([O:20][CH3:19])[cH:26][cH:25]3)[CH2:32][CH2:31]2)[cH:8][c:9]1-[c:10]1[s:11][cH:12][cH:13][cH:14]1. Starting materials: C(C)(C)(C)OC(=O)N([C@@H]1CC[C@H](CC1)C(=O)OC)C (Methyl trans-4-[(t-butoxycarbonyl)(methyl)amino]cyclohexane-carboxylate), [OH-].[Na+] (sodium hydroxide). Run in CO (methanol). Conditions: time 6 hour. The product is C(C)(C)(C)OC(=O)N([C@@H]1CC[C@H](CC1)C(=O)O)C (Trans-4-[(t-butoxycarbonyl)(methyl)amino]-cyclohexanecarboxylic acid). The yield is 92.3%. RXN SMILES: [C:1]([O:5][C:6]([N:8]([CH3:19])[C@H:9]1[CH2:14][CH2:13][C@H:12]([C:15]([O:17]C)=[O:16])[CH2:11][CH2:10]1)=[O:7])([CH3:4])([CH3:3])[CH3:2].[OH-].[Na+]>CO>[C:1]([O:5][C:6]([N:8]([CH3:19])[C@H:9]1[CH2:10][CH2:11][C@H:12]([C:15]([OH:17])=[O:16])[CH2:13][CH2:14]1)=[O:7])([CH3:4])([CH3:3])[CH3:2] |f:1.2|. Procedure: Methyl trans-4-[(t-butoxycarbonyl)(methyl)amino]cyclohexane-carboxylate (44.78 g) obtained in Reference Example 3(1) is dissolved in methanol (300 ml), and thereto is added 2 N aqueous sodium hydroxide solution (100 ml). The mixture is then stirred at room temperature for 6 hours. The reaction solution is concentrated under reduced pressure. To the residue are added ice-water, ethyl acetate and 10% hydrochloric acid under ice-cooling, and the mixture is extracted with ethyl acetate. The organic ... The reactants are BrC=1C(=C(C(=O)OC)C(=CC1)CBr)OC (methyl 3-bromo-6-bromomethyl-2-methoxybenzoate), BrC=1C(=C(C(=O)OC)C(=CC1)CBr)OC (methyl 3-bromo-6-bromomethyl-2-methoxybenzoate), S(=O)([O-])[O-].[Na+].[Na+] (sodium sulphite). The solvent is C(C)O (ethanol), O (water). Product: [Na+].BrC1=C(C(=C(C=C1)CS(=O)(=O)[O-])C(=O)OC)OC ((4-bromo-3-methoxy-2-methoxycarbonylphenyl)-methanesulphonic acid sodium salt). Isolated yield 100.1%. As a reaction SMILES: [Br:1][C:2]1[C:3]([O:14][CH3:15])=[C:4]([C:9]([CH2:12]Br)=[CH:10][CH:11]=1)[C:5]([O:7][CH3:8])=[O:6].[S:16]([O-:19])([O-:18])=[O:17].[Na+:20].[Na+]>C(O)C.O>[Na+:20].[Br:1][C:2]1[CH:11]=[CH:10][C:9]([CH2:12][S:16]([O-:19])(=[O:18])=[O:17])=[C:4]([C:5]([O:7][CH3:8])=[O:6])[C:3]=1[O:14][CH3:15] |f:1.2.3,6.7|. Procedure details: A mixture of methyl 3-bromo-6-bromomethyl-2-methoxybenzoate (Intermediate 89, 1.0 g) and sodium sulphite (0.445 g) in ethanol (1 ml) and water (10 ml) was stirred and heated at reflux for 2 hours. After cooling, the mixture was evaporated to dryness to give (4-bromo-3-methoxy-2-methoxycarbonylphenyl)-methanesulphonic acid sodium salt (1.07 g) as a white solid which was used without further characterization. Reactants: COC1=CC=C(C=C1)O (p-methoxyphenol), ClCCO (2-chloroethanol), [OH-].[Na+] (sodium hydroxide). Run in C(C)O (ethanol). Yields the product COC1=CC=C(OCCO)C=C1 (2-(4-Methoxyphenoxy)ethanol). Isolated yield 35.4%. As a reaction SMILES: [CH3:1][O:2][C:3]1[CH:8]=[CH:7][C:6]([OH:9])=[CH:5][CH:4]=1.Cl[CH2:11][CH2:12][OH:13].[OH-].[Na+]>C(O)C>[CH3:1][O:2][C:3]1[CH:8]=[CH:7][C:6]([O:9][CH2:11][CH2:12][OH:13])=[CH:5][CH:4]=1 |f:2.3|. Reported procedure: A mixture of 148.8 g (1.20 mole) of p-methoxyphenol, 170.0 g (2.11 mole) of 2-chloroethanol and 47.2 g (1.18 mole) of sodium hydroxide in 1.5 liter of absolute ethanol was heated at reflux for 22 hr. The solution was filtered, and the solvent was removed from the filtrate in vacuo. The residue was crystallized from methylene chloride-hexane to give 71.4 g (35%) of title compound as a white crystalline solid, mp 69°-71° C. Starting materials: OC(C(C)(C)C)C=1N=C(N(C1C#N)CC1=CC=C(C=C1)C1=C(C=CC=C1)C1=NN=NN1)CCC (4-(1-hydroxy-2,2-dimethylpropyl)-2-propyl-1-{4-[2-(tetrazol-5-yl)phenyl]phenyl}methylimidazole-5-carbonitrile), [OH-].[Na+] (sodium hydroxide). Run in C(C)O (ethanol). Product: OC(C(C)(C)C)C=1N=C(N(C1C(=O)N)CC1=CC=C(C=C1)C1=C(C=CC=C1)C1=NN=NN1)CCC (4-(1-Hydroxy-2,2-dimethylpropyl)-2-propyl-1-{4-[2-(tetrazol-5-yl)phenyl]phenyl}methylimidazole-5-carboxamide). As a reaction SMILES: [OH:1][CH:2]([C:7]1[N:8]=[C:9]([CH2:32][CH2:33][CH3:34])[N:10]([CH2:14][C:15]2[CH:20]=[CH:19][C:18]([C:21]3[CH:26]=[CH:25][CH:24]=[CH:23][C:22]=3[C:27]3[NH:31][N:30]=[N:29][N:28]=3)=[CH:17][CH:16]=2)[C:11]=1[C:12]#[N:13])[C:3]([CH3:6])([CH3:5])[CH3:4].[OH-:35].[Na+]>C(O)C>[OH:1][CH:2]([C:7]1[N:8]=[C:9]([CH2:32][CH2:33][CH3:34])[N:10]([CH2:14][C:15]2[CH:20]=[CH:19][C:18]([C:21]3[CH:26]=[CH:25][CH:24]=[CH:23][C:22]=3[C:27]3[NH:31][N:30]=[N:29][N:28]=3)=[CH:17][CH:16]=2)[C:11]=1[C:12]([NH2:13])=[O:35])[C:3]([CH3:6])([CH3:4])[CH3:5] |f:1.2|. Reported procedure: A mixture of 0.70 g of 4-(1-hydroxy-2,2-dimethylpropyl)-2-propyl-1-{4-[2-(tetrazol-5-yl)phenyl]phenyl}methylimidazole-5-carbonitrile [prepared as described in step (c) above] in 14 ml of 1N aqueous sodium hydroxide and 7 ml of ethanol was heated under reflux for 2 hours. At the end of this time, the ethanol in the reaction mixture was removed by evaporation under reduced pressure, and ethyl acetate and 14 ml of 1N aqueous hydrochloric acid were added to the residue. The ethyl acetate layer was s... Reactants: CCOC(=O)C(Br)c1ccc2ccccc2c1, O=C([O-])[O-], [K+], [K+], O=[N+]([O-])c1c[nH]cn1, CN(C)C=O, O. Product: CCOC(=O)C(c1ccc2ccccc2c1)c1nc([N+](=O)[O-])c[nH]1. Reaction SMILES: [Br:1][CH:2]([C:3](=[O:4])[O:5][CH2:6][CH3:7])[c:8]1[cH:9][c:10]2[cH:11][cH:12][cH:13][cH:14][c:15]2[cH:16][cH:17]1.[C:26](=[O:27])([O-:28])[O-:29].[K+:30].[K+:31].[N+:18](=[O:19])([O-:20])[c:21]1[n:22][cH:23][nH:24][cH:25]1.[O:32]=[CH:33][N:34]([CH3:35])[CH3:36].[OH2:37]>>[CH:2]([C:3](=[O:4])[O:5][CH2:6][CH3:7])([c:8]1[cH:9][c:10]2[cH:11][cH:12][cH:13][cH:14][c:15]2[cH:16][cH:17]1)[c:23]1[n:22][c:21]([N+:18](=[O:19])[O-:20])[cH:25][nH:24]1.